Task: describe an organic reaction: reactants, conditions, products, and yield. Dataset: the Open Reaction Database (ORD), a public repository of structured organic reaction records Reactants: NC=1C=CC(=C(C1)CO)N1CCN(CC1)C ([5-amino-2-(4-methylpiperazin-1-yl)phenyl]methanol), ClC1=CC=NC2=CC(=CC=C12)Cl (4,7-dichloroquinoline). Solvent: C(CCCC)O (n-pentanol). Yields the product ClC1=CC=C2C(=CC=NC2=C1)NC=1C=CC(=C(C1)CO)N1CCN(CC1)C ({5-[(7-chloroquinolin-4-yl)amino]-2-(4-methylpiperazin-1-yl)phenyl}methanol). Yield: 83.0%. Reaction SMILES: [NH2:1][C:2]1[CH:3]=[CH:4][C:5]([N:10]2[CH2:15][CH2:14][N:13]([CH3:16])[CH2:12][CH2:11]2)=[C:6]([CH2:8][OH:9])[CH:7]=1.Cl[C:18]1[C:27]2[C:22](=[CH:23][C:24]([Cl:28])=[CH:25][CH:26]=2)[N:21]=[CH:20][CH:19]=1>C(O)CCCC>[Cl:28][C:24]1[CH:23]=[C:22]2[C:27]([C:18]([NH:1][C:2]3[CH:3]=[CH:4][C:5]([N:10]4[CH2:15][CH2:14][N:13]([CH3:16])[CH2:12][CH2:11]4)=[C:6]([CH2:8][OH:9])[CH:7]=3)=[CH:19][CH:20]=[N:21]2)=[CH:26][CH:25]=1. Procedure details: [5-amino-2-(4-methylpiperazin-1-yl)phenyl]methanol (100 mg, 0.45 mmol) and 4,7-dichloroquinoline (94 mg, 1.1 eq) were refluxed in 1 mL of n-pentanol overnight. The reaction mixture was then evaporated and purified by flash chromatography (DCM/MeOH/NH4OH//8/2/0.1) to yield expected compound as a pale brown solid (143 mg, 83% yield). m/z (ESI) 383.1 [M+H]+; Reactants: Cl.NO (hydroxylamine hydrochloride), ClC1=NC=C(C(=C1)C=O)Cl (2,5-dichloro-4-pyridinecarboxaldehyde), ice. The reagents and catalysts are Cl (HCl). The solvent is CC(C)O (2-propanol). Yields the product ClC1=NC=C(C(=C1)C=NO)Cl (2,5-dichloro-4-pyridinecarboxaldehyde oxime). Yield: 85.0%. RXN SMILES: [Cl:1][C:2]1[CH:7]=[C:6]([CH:8]=O)[C:5]([Cl:10])=[CH:4][N:3]=1.Cl.[NH2:12][OH:13]>CC(O)C.Cl>[Cl:1][C:2]1[CH:7]=[C:6]([CH:8]=[N:12][OH:13])[C:5]([Cl:10])=[CH:4][N:3]=1 |f:1.2|. Procedure: A solution of lithium di-isopropylamide was prepared by the addition of 100 ml of 1.5 molar (M) butyllithium (in a hexane solution) to 14.2 g of di-isopropylamine in 100 ml of THF at less than -30° C. After stirring for 20 minutes the solution was cooled to below -70° C. and a solution of 20.8 g of 2,5-dichloropyridine in 56 ml of THF was added at such a rate that the temperature was maintained at below -70° C. After the addition was complete, the reaction temperature was stirred at below -70° C... Reactants: CO, ClC(Cl)Cl, Cl, O, O=C(C(=O)c1cccc(O)c1)c1cccc(O)c1, [Sn]. Yields the product O=C(c1cccc(O)c1)C(O)c1cccc(O)c1. Reaction SMILES: [CH3:20][OH:21].[CH:22]([Cl:23])([Cl:24])[Cl:25].[ClH:19].[OH2:26].[OH:1][c:2]1[cH:3][c:4]([C:8](=[O:9])[C:10](=[O:11])[c:12]2[cH:13][c:14]([OH:18])[cH:15][cH:16][cH:17]2)[cH:5][cH:6][cH:7]1.[Sn:27]>>[OH:1][c:2]1[cH:3][c:4]([CH:8]([OH:9])[C:10](=[O:11])[c:12]2[cH:13][c:14]([OH:18])[cH:15][cH:16][cH:17]2)[cH:5][cH:6][cH:7]1. The reactants are O=C([O-])[O-], C1CCOC1, O=C(Cl)c1ccc(Cl)cc1Cl, O=C(O)c1csc(Nc2ccc(OC(F)(F)F)cc2)n1, [K+], [K+]. Reaction SMILES: [C:32](=[O:33])([O-:34])[O-:35].[CH2:38]1[O:39][CH2:40][CH2:41][CH2:42]1.[Cl:21][c:22]1[c:23]([C:24](=[O:25])[Cl:26])[cH:27][cH:28][c:29]([Cl:31])[cH:30]1.[F:1][C:2]([O:3][c:4]1[cH:5][cH:6][c:7]([NH:10][c:11]2[s:12][cH:13][c:14]([C:16](=[O:17])[OH:18])[n:15]2)[cH:8][cH:9]1)([F:19])[F:20].[K+:36].[K+:37]>>[F:1][C:2]([O:3][c:4]1[cH:5][cH:6][c:7]([N:10]([c:11]2[s:12][cH:13][c:14]([C:16](=[O:17])[OH:18])[n:15]2)[C:24]([c:23]2[c:22]([Cl:21])[cH:30][c:29]([Cl:31])[cH:28][cH:27]2)=[O:25])[cH:8][cH:9]1)([F:19])[F:20]. Product: O=C(O)c1csc(N(C(=O)c2ccc(Cl)cc2Cl)c2ccc(OC(F)(F)F)cc2)n1.